Task: describe an organic reaction: reactants, conditions, products, and yield. Dataset: the Open Reaction Database (ORD), a public repository of structured organic reaction records The reactants are Polyphosphoric acid, O=P12OP3(=O)OP(=O)(O1)OP(=O)(O2)O3 (phosphorous pentoxide), FC1=C(C=CC(=C1)F)CCCC(=O)O (4-(2,4-Difluorophenyl)butyric acid). Conditions: time 2 hour. Product: FC1=C2CCCC(C2=CC(=C1)F)=O (5,7-Difluoro-1-tetralone). RXN SMILES: O=P12OP3(OP(OP(O3)(O1)=O)(=O)O2)=O.[F:15][C:16]1[CH:21]=[C:20]([F:22])[CH:19]=[CH:18][C:17]=1[CH2:23][CH2:24][CH2:25][C:26]([OH:28])=O>>[F:15][C:16]1[CH:21]=[C:20]([F:22])[CH:19]=[C:18]2[C:17]=1[CH2:23][CH2:24][CH2:25][C:26]2=[O:28]. Reported procedure: 120 g of Polyphosphoric acid and 12 g of phosphorous pentoxide are stirred to homogeneity at 60°. 43 g of 4-(2,4-Difluorophenyl)butyric acid are added and the mixture stirred for 11/2 hours at 80°, poured onto ice-water and extracted with ether. The combined organic phases are washed with sodium carbonate solution and sodium chloride solution, dried, stirred with a little active charcoal and evaporated. The crude product can be purified by silica gel chromatography (eluant:hexane/ethylacetate=4/...